Dataset: the Open Reaction Database (ORD), a public repository of structured organic reaction records. Task: describe an organic reaction: reactants, conditions, products, and yield The reactants are O=Cc1cccc(Br)c1O, CI, [K+], [K+], O=C([O-])[O-], CN(C)C=O. The product is COc1c(Br)cccc1C=O. Reaction SMILES: [Br:1][c:2]1[c:3]([OH:10])[c:4]([CH:5]=[O:6])[cH:7][cH:8][cH:9]1.[CH3:17][I:18].[K+:11].[K+:12].[O-:13][C:14]([O-:15])=[O:16].[O:19]=[CH:20][N:21]([CH3:22])[CH3:23]>>[Br:1][c:2]1[c:3]([O:10][CH3:14])[c:4]([CH:5]=[O:6])[cH:7][cH:8][cH:9]1.